Task: describe an organic reaction: reactants, conditions, products, and yield. Dataset: the Open Reaction Database (ORD), a public repository of structured organic reaction records Starting materials: COC(=O)CCc1nccn1C, Cl. Yields the product Cn1ccnc1CCC(=O)O. RXN SMILES: [CH3:1][O:2][C:3]([CH2:4][CH2:5][c:6]1[n:7]([CH3:11])[cH:8][cH:9][n:10]1)=[O:12].[ClH:13]>>[O:2]=[C:3]([CH2:4][CH2:5][c:6]1[n:7]([CH3:11])[cH:8][cH:9][n:10]1)[OH:12]. Starting materials: Cl.OC1[C@@H](N)[C@H](O)[C@@H](O)[C@@H](O1)CO (L-glucosamine hydrochloride), C(=O)(O)[O-].[Na+] (NaHCO3), FC1=CC=C(C2=NON=C21)[N+](=O)[O-] (4-fluoro-7-nitro-2,1,3-benzoxadiazole). Run in O (water), CO (methanol). Reaction conditions: temperature 37 celsius, time 2 hour. Yields the product C1=C(C2=NON=C2C(=C1)[N+](=O)[O-])N[C@H](C=O)[C@@H]([C@H]([C@H](CO)O)O)O (2-NBDLG). RXN SMILES: Cl.[OH:2][CH:3]1[O:11][C@@H:10]([CH2:12][OH:13])[C@H:8]([OH:9])[C@@H:6]([OH:7])[C@@H:4]1[NH2:5].C([O-])(O)=O.[Na+].F[C:20]1[C:28]2[C:24](=[N:25][O:26][N:27]=2)[C:23]([N+:29]([O-:31])=[O:30])=[CH:22][CH:21]=1>O.CO>[CH:21]1[CH:22]=[C:23]([N+:29]([O-:31])=[O:30])[C:24]2[C:28](=[N:27][O:26][N:25]=2)[C:20]=1[NH:5][C@@H:4]([C@H:6]([OH:7])[C@@H:8]([OH:9])[C@@H:10]([OH:11])[CH2:12][OH:13])[CH:3]=[O:2] |f:0.1,2.3|. Reported procedure: In a brown flask, L-glucosamine hydrochloride (40.0 mg) and NaHCO3 (26.0 mg) were placed and dissolved in water (800 μl). A solution in which 4-fluoro-7-nitro-2,1,3-benzoxadiazole (NBD-F) (92.0 mg) was dissolved in methanol (4.0 ml) was added thereto, and under an argon atmosphere, the resulting mixture was stirred for 2 hours at a bath temperature of 37° C. Thereafter, the mixture was stirred at room temperature for an additional 40 minutes. Methanol was removed by concentration under reduced p... The reactants are C[O-], CCOC(C)=O, CO, CN(C)C=O, CCOC(=O)c1ccc(OC)c(C=O)c1, Fc1ccccc1CBr, [Na+], c1ccc(P(c2ccccc2)c2ccccc2)cc1. Product: CCOC(=O)c1ccc(OC)c(C=Cc2ccccc2F)c1. Reaction SMILES: [CH3:44][O-:45].[CH3:47][CH2:48][O:49][C:50](=[O:51])[CH3:52].[CH3:53][OH:54].[CH3:55][N:56]([CH3:57])[CH:58]=[O:59].[CH:29](=[O:30])[c:31]1[cH:32][c:33]([C:34](=[O:35])[O:36][CH2:37][CH3:38])[cH:39][cH:40][c:41]1[O:42][CH3:43].[F:20][c:21]1[c:22]([CH2:23][Br:24])[cH:25][cH:26][cH:27][cH:28]1.[Na+:46].[c:1]1([P:2]([c:3]2[cH:4][cH:5][cH:6][cH:7][cH:8]2)[c:9]2[cH:10][cH:11][cH:12][cH:13][cH:14]2)[cH:15][cH:16][cH:17][cH:18][cH:19]1>>[F:20][c:21]1[c:22]([CH:23]=[CH:29][c:31]2[cH:32][c:33]([C:34](=[O:35])[O:36][CH2:37][CH3:38])[cH:39][cH:40][c:41]2[O:42][CH3:43])[cH:25][cH:26][cH:27][cH:28]1. The reactants are CCCC(O)c1cnc(-c2c(CC)cccc2CC)cc1OC, CCOC(C)=O, [Cl-], [H-], CCI, [NH4+], [Na+], CN(C)C=O. The product is CCCC(OCC)c1cnc(-c2c(CC)cccc2CC)cc1OC. Reaction SMILES: [CH2:3]([CH3:4])[c:5]1[c:6](-[c:13]2[cH:14][c:15]([O:24][CH3:25])[c:16]([CH:19]([CH2:20][CH2:21][CH3:22])[OH:23])[cH:17][n:18]2)[c:7]([CH2:11][CH3:12])[cH:8][cH:9][cH:10]1.[CH3:36][CH2:37][O:38][C:39]([CH3:40])=[O:41].[Cl-:29].[H-:2].[I:26][CH2:27][CH3:28].[NH4+:30].[Na+:1].[O:31]=[CH:32][N:33]([CH3:34])[CH3:35]>>[CH2:3]([CH3:4])[c:5]1[c:6](-[c:13]2[cH:14][c:15]([O:24][CH3:25])[c:16]([CH:19]([CH2:20][CH2:21][CH3:22])[O:23][CH2:27][CH3:28])[cH:17][n:18]2)[c:7]([CH2:11][CH3:12])[cH:8][cH:9][cH:10]1. Procedure: The subtitle compound was prepared from 2-trifluoromethylaniline(10.5 g) and chloroacetyl chloride (6.8 ml) by the method of Example 33 step (iii) as a white solid. Yield: 13.7 g Starting materials: FC(C1=C(N)C=CC=C1)(F)F (2-trifluoromethylaniline), ClCC(=O)Cl (chloroacetyl chloride). Yields the product ClCC(=O)NC1=C(C=CC=C1)C(F)(F)F (2-Chloro-N-(2-trifluoromethylphenyl)acetamide). Reaction SMILES: [F:1][C:2]([F:11])([F:10])[C:3]1[CH:9]=[CH:8][CH:7]=[CH:6][C:4]=1[NH2:5].[Cl:12][CH2:13][C:14](Cl)=[O:15]>>[Cl:12][CH2:13][C:14]([NH:5][C:4]1[CH:6]=[CH:7][CH:8]=[CH:9][C:3]=1[C:2]([F:10])([F:11])[F:1])=[O:15]. Reactants: [H-].[Na+] (sodium hydride), FC1=C(C=CC=C1)O (2-fluorophenol), FC1=C(C=CC=C1)O (2-fluorophenol), [H-].[Na+] (sodium hydride), ClC=1N=CC2=C(N1)OC(=N2)C2=CC(=C(C(=C2)C)O)C (4-(5-Chlorooxazolo[5,4-d]pyrimidin-2-yl)-2,6-dimethylphenol), C(CC(O)(C(=O)O)CC(=O)O)(=O)O (citric acid). Run in CN(C(C)=O)C (N,N-dimethylacetamide), CN(C(C)=O)C (N,N-dimethylacetamide), CN(C(C)=O)C (N,N-dimethylacetamide). Conditions: temperature 80 celsius, time 30 minute. Product: FC1=C(OC=2N=CC3=C(N2)OC(=N3)C3=CC(=C(C(=C3)C)O)C)C=CC=C1 (4-[5-(2-Fluorophenoxy)oxazolo[5,4-d]pyrimidin-2-yl]-2,6-dimethylphenol). Reaction SMILES: [H-].[Na+].[F:3][C:4]1[CH:9]=[CH:8][CH:7]=[CH:6][C:5]=1[OH:10].Cl[C:12]1[N:13]=[CH:14][C:15]2[N:20]=[C:19]([C:21]3[CH:26]=[C:25]([CH3:27])[C:24]([OH:28])=[C:23]([CH3:29])[CH:22]=3)[O:18][C:16]=2[N:17]=1.C(O)(=O)CC(CC(O)=O)(C(O)=O)O>CN(C)C(=O)C>[F:3][C:4]1[CH:9]=[CH:8][CH:7]=[CH:6][C:5]=1[O:10][C:12]1[N:13]=[CH:14][C:15]2[N:20]=[C:19]([C:21]3[CH:22]=[C:23]([CH3:29])[C:24]([OH:28])=[C:25]([CH3:27])[CH:26]=3)[O:18][C:16]=2[N:17]=1 |f:0.1|. Procedure: Under argon, 0.48 g of sodium hydride (60% in mineral oil) is added a little at a time to a solution of 1.12 ml of 2-fluorophenol in 40 ml of dry N,N-dimethylacetamide. After 30 min at room temperature, a suspension of 2.78 g of 4-(5-chlorooxazolo[5,4-d]pyrimidin-2-yl)-2,6-dimethylphenol (see Ex. 1 (c)) in 60 ml of dry N,N-dimethylacetamide is added, and the reaction is stirred at 60° C. for 1.5 h and at 80° C. for 5.5 h. Another 1.12 ml of 2-fluorophenol in 40 ml of dry N,N-dimethylacetamide we... Reactants: COc1ccc(C(=O)CBr)cc1, Oc1ccc(Br)cc1, O=C([O-])[O-], CC#N, [K+], [K+]. The product is COc1ccc(C(=O)COc2ccc(Br)cc2)cc1. As a reaction SMILES: [Br:15][CH2:16][C:17](=[O:18])[c:19]1[cH:20][cH:21][c:22]([O:25][CH3:26])[cH:23][cH:24]1.[Br:7][c:8]1[cH:9][cH:10][c:11]([OH:14])[cH:12][cH:13]1.[C:1](=[O:2])([O-:3])[O-:4].[CH3:27][C:28]#[N:29].[K+:5].[K+:6]>>[Br:7][c:8]1[cH:9][cH:10][c:11]([O:14][CH2:16][C:17](=[O:18])[c:19]2[cH:20][cH:21][c:22]([O:25][CH3:26])[cH:23][cH:24]2)[cH:12][cH:13]1. Starting materials: IC1=NNC2=NC=NC(=C21)N (3-iodo-1H-pyrazolo[3,4-d]pyrimidin-4-amine), O1CCCC=C1 (3,4-dihydro-2H-Pyran), O.CC1=CC=C(C=C1)S(=O)(=O)O (4-methylbenzenesulfonic acid monohydrate). Run in CN(C)C=O (DMF). Run at temperature 90 celsius, time 5 day. Yields the product IC1=NN(C2=NC=NC(=C21)NC2OCCCC2)C2OCCCC2 (3-iodo-N,1-bis(tetrahydro-2H-pyran-2-yl)-1H-pyrazolo[3,4-d]pyrimidin-4-amine). Isolated yield 77.8%. As a reaction SMILES: [I:1][C:2]1[C:10]2[C:5](=[N:6][CH:7]=[N:8][C:9]=2[NH2:11])[NH:4][N:3]=1.[O:12]1[CH:17]=[CH:16][CH2:15][CH2:14][CH2:13]1.[OH2:18].[CH3:19][C:20]1C=C[C:23](S(O)(=O)=O)=[CH:22][CH:21]=1>CN(C=O)C>[I:1][C:2]1[C:10]2[C:5](=[N:6][CH:7]=[N:8][C:9]=2[NH:11][CH:17]2[CH2:16][CH2:15][CH2:14][CH2:13][O:12]2)[N:4]([CH:23]2[CH2:22][CH2:21][CH2:20][CH2:19][O:18]2)[N:3]=1 |f:2.3|. Reported procedure: to a solution of 3-iodo-1H-pyrazolo[3,4-d]pyrimidin-4-amine (1 g, 3.83 mmol) in dry DMF (15 mL), 3,4-dihydro-2H-Pyran (1.103 ml, 11.49 mmol) and 4-methylbenzenesulfonic acid monohydrate (0.208 ml, 0.958 mmol) were added. The solution was stirred for 5 days at 90° C. Solvent was removed and product was purified by Biotage Si 25 g with a gradient of heptane and ethyl acetate to give the title compound (320 mg, 19.5% yield).